Dataset: the Open Reaction Database (ORD), a public repository of structured organic reaction records. Task: describe an organic reaction: reactants, conditions, products, and yield Reactants: C(C)(C)(C)OC(C1=CC=C(C=C1)NC(CCSCC(COC(CCCCCCCCCCCCCCC)=O)OC(CCCCCCCCCCCCCCC)=O)=O)=O (4-[6,7-bis(palmitoyloxy)-4-thiaheptanoylamino]benzoic acid t-butyl ester), Example 45, FC(C(=O)O)(F)F (trifiuoroacetic acid). The solvent is C(Cl)(Cl)Cl (chloroform). Conditions: time 2 hour. Product: C(CCCCCCCCCCCCCCC)(=O)OC(CSCCC(=O)NC1=CC=C(C(=O)O)C=C1)COC(CCCCCCCCCCCCCCC)=O (4-[6,7-bis(palmitoyloxy)-4-thiaheptanoylamino]benzoic acid). The yield is 100.0%. As a reaction SMILES: C([O:5][C:6](=[O:58])[C:7]1[CH:12]=[CH:11][C:10]([NH:13][C:14](=[O:57])[CH2:15][CH2:16][S:17][CH2:18][CH:19]([O:39][C:40](=[O:56])[CH2:41][CH2:42][CH2:43][CH2:44][CH2:45][CH2:46][CH2:47][CH2:48][CH2:49][CH2:50][CH2:51][CH2:52][CH2:53][CH2:54][CH3:55])[CH2:20][O:21][C:22](=[O:38])[CH2:23][CH2:24][CH2:25][CH2:26][CH2:27][CH2:28][CH2:29][CH2:30][CH2:31][CH2:32][CH2:33][CH2:34][CH2:35][CH2:36][CH3:37])=[CH:9][CH:8]=1)(C)(C)C.FC(F)(F)C(O)=O>C(Cl)(Cl)Cl>[C:40]([O:39][CH:19]([CH2:20][O:21][C:22](=[O:38])[CH2:23][CH2:24][CH2:25][CH2:26][CH2:27][CH2:28][CH2:29][CH2:30][CH2:31][CH2:32][CH2:33][CH2:34][CH2:35][CH2:36][CH3:37])[CH2:18][S:17][CH2:16][CH2:15][C:14]([NH:13][C:10]1[CH:11]=[CH:12][C:7]([C:6]([OH:58])=[O:5])=[CH:8][CH:9]=1)=[O:57])(=[O:56])[CH2:41][CH2:42][CH2:43][CH2:44][CH2:45][CH2:46][CH2:47][CH2:48][CH2:49][CH2:50][CH2:51][CH2:52][CH2:53][CH2:54][CH3:55]. Reported procedure: A solution of 4-[6,7-bis(palmitoyloxy)-4-thiaheptanoylamino]benzoic acid t-butyl ester as obtained in Example 45 (1.05 g) in chloroform (5 ml)-trifiuoroacetic acid (6 ml) was stirred at room temperature for 2 hours. The solvent was distilled off under reduced pressure, and the residue was crystallized from methanol-water to yield 4-[6,7-bis(palmitoyloxy)-4-thiaheptanoylamino]benzoic acid (992 mg, yield 100%) as a colorless crystal. A solution of 4-[6,7-bis(palmitoyloxy)-4-thiaheptanoylamino]benz... Reactants: [BH3-]C#N.[Na+] (NaBH3CN), NCCNC1=C2N=CN(C2=NC(=N1)Cl)C1CCCC1 (N-(2-aminoethyl)-2-chloro-9-cyclopentyl-9H-purin-6-amine), CO (methanol), FC(C1=CC=C(C=O)C=C1)(F)F (4-trifluoromethyl-benzaldehyde). Run in C(C)(=O)O (acetic acid). Reaction conditions: time 30 minute. Product: ClC1=NC(=C2N=CN(C2=N1)C1CCCC1)NCCNCC1=CC=C(C=C1)C(F)(F)F (2-chloro-9-cyclopentyl-N-[2-[[[4-(trifluoromethyl)-phenyl]-methyl]-amino]-ethyl]-9H-purin-6-amine). As a reaction SMILES: [NH2:1][CH2:2][CH2:3][NH:4][C:5]1[N:13]=[C:12]([Cl:14])[N:11]=[C:10]2[C:6]=1[N:7]=[CH:8][N:9]2[CH:15]1[CH2:19][CH2:18][CH2:17][CH2:16]1.CO.[F:22][C:23]([F:33])([F:32])[C:24]1[CH:31]=[CH:30][C:27]([CH:28]=O)=[CH:26][CH:25]=1.[BH3-]C#N.[Na+]>C(O)(=O)C>[Cl:14][C:12]1[N:11]=[C:10]2[C:6]([N:7]=[CH:8][N:9]2[CH:15]2[CH2:19][CH2:18][CH2:17][CH2:16]2)=[C:5]([NH:4][CH2:3][CH2:2][NH:1][CH2:28][C:27]2[CH:26]=[CH:25][C:24]([C:23]([F:22])([F:32])[F:33])=[CH:31][CH:30]=2)[N:13]=1 |f:3.4|. Procedure details: 281 mg of the product obtained in Stage 1 of Example 7, 4 ml of methanol, 0.19 ml of 4-trifluoromethyl-benzaldehyde and 0.2 ml of acetic acid are mixed together, the reaction medium is agitated for 2 hours and 30 minutes, 0.1 g of NaBH3CN is added and agitation is carried out at ambient temperature for 1 hour. After evaporating the solvent, the residue is chromatographed on silica eluting with CH2Cl2/methanol/ammonium hydroxide (95/0.5/0.33) and 146 mg of expected product is obtained.